Dataset: the Open Reaction Database (ORD), a public repository of structured organic reaction records. Task: describe an organic reaction: reactants, conditions, products, and yield Reactants: [BH3-]C#N, Cc1nc2cc3c(cc2c(=O)n1COC(=O)C(C)(C)C)C(=O)CC3, CO, CC(=O)O, COCCOC, CCOC(=O)CCC(NC(=O)c1ccc(N)cc1)C(=O)OCC, [Na+], O, Cc1ccc(S(=O)(=O)O)cc1. Yields the product CCOC(=O)CCC(NC(=O)c1ccc(NC2CCc3cc4nc(C)n(COC(=O)C(C)(C)C)c(=O)c4cc32)cc1)C(=O)OCC. Reaction SMILES: [C:60]([BH3-:61])#[N:62].[CH3:1][c:2]1[n:3][c:4]2[cH:5][c:6]3[c:7]([cH:8][c:9]2[c:10](=[O:20])[n:11]1[CH2:12][O:13][C:14]([C:15]([CH3:16])([CH3:17])[CH3:18])=[O:19])[C:21](=[O:24])[CH2:22][CH2:23]3.[CH3:64][OH:65].[CH3:66][C:67](=[O:68])[OH:69].[CH3:70][O:71][CH2:72][CH2:73][O:74][CH3:75].[NH2:25][c:26]1[cH:27][cH:28][c:29]([C:30](=[O:31])[NH:32][CH:33]([CH2:34][CH2:35][C:36](=[O:37])[O:38][CH2:39][CH3:40])[C:41](=[O:42])[O:43][CH2:44][CH3:45])[cH:46][cH:47]1.[Na+:63].[OH2:48].[c:49]1([CH3:50])[cH:51][cH:52][c:53]([S:54]([OH:55])(=[O:56])=[O:57])[cH:58][cH:59]1>>[CH3:1][c:2]1[n:3][c:4]2[cH:5][c:6]3[c:7]([cH:8][c:9]2[c:10](=[O:20])[n:11]1[CH2:12][O:13][C:14]([C:15]([CH3:16])([CH3:17])[CH3:18])=[O:19])[CH:21]([NH:25][c:26]1[cH:27][cH:28][c:29]([C:30](=[O:31])[NH:32][CH:33]([CH2:34][CH2:35][C:36](=[O:37])[O:38][CH2:39][CH3:40])[C:41](=[O:42])[O:43][CH2:44][CH3:45])[cH:46][cH:47]1)[CH2:22][CH2:23]3. Reaction SMILES: [CH2:16]([c:17]1[cH:18][cH:19][cH:20][cH:21][cH:22]1)[O:23][c:24]1[n:25][c:26]([C:35]([F:36])([F:37])[F:38])[cH:27][cH:28][c:29]1[CH:30]=[CH:31][C:32](=[O:33])[OH:34].[ClH:15].[NH2:1][CH2:2][c:3]1[cH:4][c:5]([F:14])[c:6]([NH:9][S:10](=[O:11])(=[O:12])[CH3:13])[cH:7][cH:8]1>>[NH:1]([CH2:2][c:3]1[cH:4][c:5]([F:14])[c:6]([NH:9][S:10](=[O:11])(=[O:12])[CH3:13])[cH:7][cH:8]1)[C:32]([CH:31]=[CH:30][c:29]1[c:24]([O:23][CH2:16][c:17]2[cH:18][cH:19][cH:20][cH:21][cH:22]2)[n:25][c:26]([C:35]([F:36])([F:37])[F:38])[cH:27][cH:28]1)=[O:33]. Product: CS(=O)(=O)Nc1ccc(CNC(=O)C=Cc2ccc(C(F)(F)F)nc2OCc2ccccc2)cc1F. Starting materials: O=C(O)C=Cc1ccc(C(F)(F)F)nc1OCc1ccccc1, Cl, CS(=O)(=O)Nc1ccc(CN)cc1F. The reactants are O=C([O-])[O-], CC#CC(=O)OCC, CN(C)c1ccncc1, [K+], [K+], C1CCOC1, Oc1cccc2ocnc12. The product is CCOC(=O)C=C(C)Oc1cccc2ocnc12. As a reaction SMILES: [C:19](=[O:20])([O-:21])[O-:22].[CH2:11]([CH3:12])[O:13][C:14]([C:15]#[C:16][CH3:17])=[O:18].[CH3:25][N:26]([CH3:27])[c:28]1[cH:29][cH:30][n:31][cH:32][cH:33]1.[K+:23].[K+:24].[O:34]1[CH2:35][CH2:36][CH2:37][CH2:38]1.[o:1]1[cH:2][n:3][c:4]2[c:5]1[cH:6][cH:7][cH:8][c:9]2[OH:10]>>[o:1]1[cH:2][n:3][c:4]2[c:5]1[cH:6][cH:7][cH:8][c:9]2[O:10][C:16](=[CH:15][C:14]([O:13][CH2:11][CH3:12])=[O:18])[CH3:17].